From a dataset of the Open Reaction Database (ORD), a public repository of structured organic reaction records. describe an organic reaction: reactants, conditions, products, and yield The reactants are [Cl-].[Al+3].[Cl-].[Cl-] (aluminium chloride), ClCl (chlorine), CC1(CC(CC(C1)(C)C)C1=CC=C(C=C1)C(C)=O)C (1-[4-(3,3,5,5-tetramethylcyclohexyl)phenyl]ethanone). The solvent is ClCCl (dichloromethane), ClCCl (dichloromethane). Conditions: temperature 0 celsius, time 2 hour. The product is ClC=1C=C(C=CC1C1CC(CC(C1)(C)C)(C)C)C(C)=O (1-[3-Chloro-4-(3,3,5,5-tetramethylcyclohexyl)phenyl]ethanone). Isolated yield 74.0%. RXN SMILES: [Cl-:1].[Al+3].[Cl-].[Cl-].[CH3:5][C:6]1([CH3:23])[CH2:11][C:10]([CH3:13])([CH3:12])[CH2:9][CH:8]([C:14]2[CH:19]=[CH:18][C:17]([C:20](=[O:22])[CH3:21])=[CH:16][CH:15]=2)[CH2:7]1.ClCl>ClCCl>[Cl:1][C:15]1[CH:16]=[C:17]([C:20](=[O:22])[CH3:21])[CH:18]=[CH:19][C:14]=1[CH:8]1[CH2:7][C:6]([CH3:23])([CH3:5])[CH2:11][C:10]([CH3:12])([CH3:13])[CH2:9]1 |f:0.1.2.3|. Procedure: 40.25 g of aluminium chloride are added at 0° C., under an inert atmosphere, to 350 ml of dichloromethane, followed by addition of 5 g of 1-[4-(3,3,5,5-tetramethylcyclohexyl)phenyl]ethanone (compound V.1) dissolved in dichloromethane. After stirring for 2 hours at 0° C., 17.1 ml of chlorine gas (d=1.565, measured in the liquid state at −78° C.) are bubbled into the reaction. After warming to room temperature, a water/ice mixture is added to the reaction mixture. The resulting mixture is extracte... Reactants: CC(C)=CCCC(C)=CC=O (citral). Reagents/catalysts: particular catalyst. The solvent is CC(=O)C (acetone), CC(=O)C (acetone). Conditions: time 3 hour. The product is CC(C)=CCCC(C)=CC=O (citral), CCCCCCCCCCCC (dodecane). As a reaction SMILES: [CH3:1][C:2](=[CH:4][CH2:5][CH2:6][C:7](=[CH:9][CH:10]=[O:11])[CH3:8])[CH3:3]>CC(C)=O>[CH3:3][C:2](=[CH:4][CH2:5][CH2:6][C:7](=[CH:9][CH:10]=[O:11])[CH3:8])[CH3:1].[CH3:1][CH2:2][CH2:4][CH2:5][CH2:10][CH2:9][CH2:7][CH2:6][CH2:5][CH2:4][CH2:2][CH3:3]. Procedure details: An acetone:citral mixture was prepared (molar ratio 12:1). Then, 1 g of the particular catalyst was weighed into a glass inlet provided with a stirrer fish and topped up with 30 ml of the respective citral:acetone solution. Here, the empty weight and also the weight of the filled glass inlet was determined. The filled glass inlet was then placed in the autoclave and the latter was screwed tight. The autoclave was provided with the heating muff and the thermocouple and the experiment temperature ...